This data is from the Open Reaction Database (ORD), a public repository of structured organic reaction records. The task is: describe an organic reaction: reactants, conditions, products, and yield Starting materials: C(CCCCCCC)C=1C=NC(=NC1)C1=CC=C(C=C1)O (5-octyl-2-(4-hydroxyphenyl)pyrimidine), 3-(2-(2-(pentafluoroethoxy)tetrafluoroethoxy)-2,2-difluoroethanol), FC(C(F)(F)F)(OC(C(OC(COCCCCBr)(F)F)(F)F)(F)F)F (4-(2-(2-(pentafluoroethoxy)tetrafluoroethoxy)-2,2-difluoroethoxy)-1-bromobutane), BrCCCCBr (1,4-dibromobutane). The product is C(CCCCCCC)C=1C=NC(=NC1)C1=CC=C(C=C1)OCCCCOCC(F)(F)OC(C(OC(C(F)(F)F)(F)F)(F)F)(F)F (5-Octyl-2-[4-(4-(2-(2-(pentafluoroethoxy)tetrafluoroethoxy) 2,2-difluoroethoxy)butoxy)phenyl]pyrimidine). RXN SMILES: [CH2:1]([C:9]1[CH:10]=[N:11][C:12]([C:15]2[CH:20]=[CH:19][C:18]([OH:21])=[CH:17][CH:16]=2)=[N:13][CH:14]=1)[CH2:2][CH2:3][CH2:4][CH2:5][CH2:6][CH2:7][CH3:8].[F:22][C:23]([F:46])([O:28][C:29]([F:45])([F:44])[C:30]([F:43])([F:42])[O:31][C:32]([F:41])([F:40])[CH2:33][O:34][CH2:35][CH2:36][CH2:37][CH2:38]Br)[C:24]([F:27])([F:26])[F:25].BrCCCCBr>>[CH2:1]([C:9]1[CH:14]=[N:13][C:12]([C:15]2[CH:20]=[CH:19][C:18]([O:21][CH2:38][CH2:37][CH2:36][CH2:35][O:34][CH2:33][C:32]([O:31][C:30]([F:42])([F:43])[C:29]([F:44])([F:45])[O:28][C:23]([F:22])([F:46])[C:24]([F:25])([F:27])[F:26])([F:41])[F:40])=[CH:17][CH:16]=2)=[N:11][CH:10]=1)[CH2:2][CH2:3][CH2:4][CH2:5][CH2:6][CH2:7][CH3:8]. Procedure details: The title compound was prepared essentially as in Example 1 by combining 5-octyl-2-(4-hydroxyphenyl)pyrimidine (1.995 g, 7.01 mmol) and 4-(2-(2-(pentafluoroethoxy)tetrafluoroethoxy)-2,2-difluoroethoxy)-1-bromobutane (3.44 g, 7.36 mmol; prepared by combining 1,4-dibromobutane with 3-(2-(2-(pentafluoroethoxy)tetrafluoroethoxy)-2,2-difluoroethanol). The resulting crude product was isolated and further purified essentially as described in Example 3, eluting with 15 volume percent ethyl acetate/hexan...